This data is from the Open Reaction Database (ORD), a public repository of structured organic reaction records. The task is: describe an organic reaction: reactants, conditions, products, and yield Starting materials: CN1C(SC(C1=O)=CC1=CC=C(C=C1)[N+](=O)[O-])=O (3-methyl-5-(4-nitrobenzylidene)-1,3-thiazolidine-2,4-dione). The reagents and catalysts are [C].[Pd] (palladium carbon). Run in O1CCCC1 (tetrahydrofuran). Product: NC1=CC=C(CC2C(N(C(S2)=O)C)=O)C=C1 (5-(4-aminobenzyl)-3-methyl-1,3-thiazolidine-2,4-dione). The yield is 79.4%. Reaction SMILES: [CH3:1][N:2]1[C:6](=[O:7])[C:5](=[CH:8][C:9]2[CH:14]=[CH:13][C:12]([N+:15]([O-])=O)=[CH:11][CH:10]=2)[S:4][C:3]1=[O:18]>[C].[Pd].O1CCCC1>[NH2:15][C:12]1[CH:13]=[CH:14][C:9]([CH2:8][CH:5]2[S:4][C:3](=[O:18])[N:2]([CH3:1])[C:6]2=[O:7])=[CH:10][CH:11]=1 |f:1.2|. Procedure details: A mixture of 3-methyl-5-(4-nitrobenzylidene)-1,3-thiazolidine-2,4-dione (1.0 g), 5% palladium carbon (1.0 g) and tetrahydrofuran (150 mL) was subjected to catalytic reduction under hydrogen pressure of 5.0 kgf·cm−2. The catalyst was removed by filtration, and the filtrate was concentrated to give 5-(4-aminobenzyl)-3-methyl-1,3-thiazolidine-2,4-dione as colorless crystals (0.71 g, yield 79%). Recrystallization thereof from ethyl acetate-hexane gave colorless prism crystals. melting point: 91-92° ...